This data is from the Open Reaction Database (ORD), a public repository of structured organic reaction records. The task is: describe an organic reaction: reactants, conditions, products, and yield Starting materials: O=C(Cl)c1ccc(F)c(Cl)c1, Cl, [Na+], [OH-], O. Product: O=C(O)c1ccc(F)c(Cl)c1. Reaction SMILES: [Cl:1][c:2]1[cH:3][c:4]([C:5](=[O:6])[Cl:7])[cH:8][cH:9][c:10]1[F:11].[ClH:14].[Na+:13].[OH-:12].[OH2:15]>>[Cl:1][c:2]1[cH:3][c:4]([C:5](=[O:6])[OH:12])[cH:8][cH:9][c:10]1[F:11]. Reactants: COc1cc(C2(c3cccc(Br)c3)N=C(N)c3c(F)cccc32)cc(F)c1F, OB(O)c1cncnc1. The product is COc1cc(C2(c3cccc(-c4cncnc4)c3)N=C(N)c3c(F)cccc32)cc(F)c1F. Reaction SMILES: [Br:1][c:2]1[cH:3][c:4]([C:8]2([c:19]3[cH:20][c:21]([F:28])[c:22]([F:27])[c:23]([O:25][CH3:26])[cH:24]3)[N:9]=[C:10]([NH2:18])[c:11]3[c:12]([F:17])[cH:13][cH:14][cH:15][c:16]32)[cH:5][cH:6][cH:7]1.[n:29]1[cH:30][n:31][cH:32][c:33]([B:35]([OH:36])[OH:37])[cH:34]1>>[c:2]1(-[c:33]2[cH:32][n:31][cH:30][n:29][cH:34]2)[cH:3][c:4]([C:8]2([c:19]3[cH:20][c:21]([F:28])[c:22]([F:27])[c:23]([O:25][CH3:26])[cH:24]3)[N:9]=[C:10]([NH2:18])[c:11]3[c:12]([F:17])[cH:13][cH:14][cH:15][c:16]32)[cH:5][cH:6][cH:7]1. Starting materials: C(CCC)OC=1C=C(C=CC1)S (3-Butoxy-benzenethiol), C(C)OC(C(C(=O)OCC)C(=O)OCC)=O (2-ethoxycarbonyl-malonic acid diethyl ester), [Sn](Cl)(Cl)(Cl)Cl (Tin tetrachloride). The solvent is hexanes, C(C)(=O)OCC (ethyl acetate). Run at temperature 210 celsius, time 2 hour. Yields the product C(C)OC(=O)C=1C(SC2=CC(=CC=C2C1O)OCCCC)=O (7-butoxy-4-hydroxy-2-oxo-2H-thiochromene-3-carboxylic acid ethyl ester). Isolated yield 6.6%. Reaction SMILES: [CH2:1]([O:5][C:6]1[CH:7]=[C:8]([SH:12])[CH:9]=[CH:10][CH:11]=1)[CH2:2][CH2:3][CH3:4].[CH2:13]([O:15][C:16](=[O:28])[CH:17]([C:23](OCC)=[O:24])[C:18](OCC)=[O:19])[CH3:14].[Sn](Cl)(Cl)(Cl)Cl>C(OCC)(=O)C>[CH2:13]([O:15][C:16]([C:17]1[C:18](=[O:19])[S:12][C:8]2[C:9]([C:23]=1[OH:24])=[CH:10][CH:11]=[C:6]([O:5][CH2:1][CH2:2][CH2:3][CH3:4])[CH:7]=2)=[O:28])[CH3:14]. Procedure: 3-Butoxy-benzenethiol (1.2 g, 6.58 mmol) was dissolved in 2-ethoxycarbonyl-malonic acid diethyl ester (2.1 mL, 9.87 mmol). Tin tetrachloride (26 μL, 0.224 mmol) was added and the reaction was sealed and heated to 210° C. After 2 h, the reaction was cooled and directly subjected to silica gel chromatography (5%-50% ethyl acetate in hexanes) to provide 7-butoxy-4-hydroxy-2-oxo-2H-thiochromene-3-carboxylic acid ethyl ester (140 mg, 7%). MS ESI(−) m/e: 321.249 (M−1). Starting materials: O[C@H]1[C@H]2[C@@H]3CC[C@H]([C@@H](CCC(=O)OC)C)[C@]3([C@H](C[C@@H]2[C@]2(CC[C@@H](C[C@@H]2C1)OCCO)C)O)C (Methyl (3β,5α,7α,12α)-7,12-dihydroxy-3-(2-hydroxyethoxy)cholan-24-oate), C1(=CC=C(C=C1)S(=O)(=O)Cl)C (p-toluenesulfonyl chloride). Run in C(Cl)(Cl)Cl (chloroform), N1=CC=CC=C1 (pyridine), C(Cl)(Cl)Cl (Chloroform). Reaction conditions: time 8 hour. Yields the product O[C@H]1[C@H]2[C@@H]3CC[C@H]([C@@H](CCC(=O)OC)C)[C@]3([C@H](C[C@@H]2[C@]2(CC[C@@H](C[C@H]2C1)OCCOS(=O)(=O)C1=CC=C(C=C1)C)C)O)C (Methyl (3β,5β,7α,12α)-7,12-dihydroxy-3-[2-(p-toluenesulfonyloxy)ethoxy]cholan-24-oate). As a reaction SMILES: [OH:1][C@@H:2]1[CH2:26][C@@H:25]2[C@:20]([CH3:31])([CH2:21][CH2:22][C@H:23]([O:27][CH2:28][CH2:29][OH:30])[CH2:24]2)[C@@H:19]2[C@@H:3]1[C@H:4]1[C@:16]([CH3:33])([C@@H:17]([OH:32])[CH2:18]2)[C@@H:7]([C@H:8]([CH3:15])[CH2:9][CH2:10][C:11]([O:13][CH3:14])=[O:12])[CH2:6][CH2:5]1.[C:34]1([CH3:44])[CH:39]=[CH:38][C:37]([S:40](Cl)(=[O:42])=[O:41])=[CH:36][CH:35]=1>C(Cl)(Cl)Cl.N1C=CC=CC=1>[OH:1][C@@H:2]1[CH2:26][C@H:25]2[C@:20]([CH3:31])([CH2:21][CH2:22][C@H:23]([O:27][CH2:28][CH2:29][O:30][S:40]([C:37]3[CH:38]=[CH:39][C:34]([CH3:44])=[CH:35][CH:36]=3)(=[O:42])=[O:41])[CH2:24]2)[C@@H:19]2[C@@H:3]1[C@H:4]1[C@:16]([CH3:33])([C@@H:17]([OH:32])[CH2:18]2)[C@@H:7]([C@H:8]([CH3:15])[CH2:9][CH2:10][C:11]([O:13][CH3:14])=[O:12])[CH2:6][CH2:5]1. Procedure: The compound of Example 1B (1.50 g, 3.2 mmol) was dissolved in 15 ml of chloroform and 15 ml of pyridine; p-toluenesulfonyl chloride (920 mg, 4.83 mmol) was added, and the mixture was stirred overnight. Chloroform (250 ml) was added, the resultant solution was washed with 5% HCI solution and sat. Na2SO4. After solvent removal in vacuo, the crude product was purified by column chromatography on silica gel (40%->60% ethyl acetate/hexanes. The yield of the title compound was 1.40 g (71%).